Dataset: the Open Reaction Database (ORD), a public repository of structured organic reaction records. Task: describe an organic reaction: reactants, conditions, products, and yield The reactants are IC1=C(C=NC(=C1)N1CCN(CC1)C)N (4-iodo-6-(4-methyl-piperazin-1-yl)-pyridin-3-ylamine), C(C)(C)N(C(C)C)CC (N,N-diisopropyl ethyl amine), FC(C=1C=C(C=C(C1)C(F)(F)F)C(C(=O)Cl)(C)C)(F)F (2-(3,5-bis-trifluoromethyl-phenyl)-2-methyl-propionyl chloride). The solvent is ClCCl (dichloromethane). Run at time 2 hour. Yields the product FC(C=1C=C(C=C(C1)C(F)(F)F)C(C(=O)NC=1C=NC(=CC1I)N1CCN(CC1)C)(C)C)(F)F (2-(3,5-Bis-trifluoromethyl-phenyl)-N-[4-iodo-6-(4-methyl-piperazin-1-yl)-pyridin-3-yl]-isobutyramide). Isolated yield 112.3%. RXN SMILES: [I:1][C:2]1[CH:7]=[C:6]([N:8]2[CH2:13][CH2:12][N:11]([CH3:14])[CH2:10][CH2:9]2)[N:5]=[CH:4][C:3]=1[NH2:15].C(N(CC)C(C)C)(C)C.[F:25][C:26]([F:44])([F:43])[C:27]1[CH:28]=[C:29]([C:37]([CH3:42])([CH3:41])[C:38](Cl)=[O:39])[CH:30]=[C:31]([C:33]([F:36])([F:35])[F:34])[CH:32]=1>ClCCl>[F:25][C:26]([F:43])([F:44])[C:27]1[CH:28]=[C:29]([C:37]([CH3:41])([CH3:42])[C:38]([NH:15][C:3]2[CH:4]=[N:5][C:6]([N:8]3[CH2:13][CH2:12][N:11]([CH3:14])[CH2:10][CH2:9]3)=[CH:7][C:2]=2[I:1])=[O:39])[CH:30]=[C:31]([C:33]([F:34])([F:35])[F:36])[CH:32]=1. Procedure: To a suspension of 1.60 g (5.03 mmol) 4-iodo-6-(4-methyl-piperazin-1-yl)-pyridin-3-ylamine and 975 mg (7.54 mmol) N,N-diisopropyl ethyl amine in 16 ml dichloromethane was added dropwise 1.76 g (5.53 mmol) 2-(3,5-bis-trifluoromethyl-phenyl)-2-methyl-propionyl chloride at 0° C. The reaction mixture was stirred for 2 h at room temperature and 2 h at reflux. After cooling to room temperature the reaction mixture was washed with 20 ml of a 1 M aqueous sodium carbonate solution and 20 ml water. The co... Reactants: BrB(Br)Br, ClCCl, COc1ccccc1C1(C(C)C)C(=O)N(C)c2ccccc21. Product: CC(C)C1(c2ccccc2O)C(=O)N(C)c2ccccc21. RXN SMILES: [B:1]([Br:2])([Br:3])[Br:4].[CH2:27]([Cl:28])[Cl:29].[CH:5]([CH3:6])([CH3:7])[C:8]1([c:19]2[c:20]([O:25][CH3:26])[cH:21][cH:22][cH:23][cH:24]2)[C:9](=[O:18])[N:10]([CH3:17])[c:11]2[cH:12][cH:13][cH:14][cH:15][c:16]21>>[CH:5]([CH3:6])([CH3:7])[C:8]1([c:19]2[c:20]([OH:25])[cH:21][cH:22][cH:23][cH:24]2)[C:9](=[O:18])[N:10]([CH3:17])[c:11]2[cH:12][cH:13][cH:14][cH:15][c:16]21. The reactants are O=Cc1cc(Br)cs1, CC(C)(C)O, CC=C(C)C, [O-][Cl+][O-], Cl, [Na+], O. Yields the product O=C(O)c1cc(Br)cs1. As a reaction SMILES: [Br:1][c:2]1[cH:3][c:4]([CH:7]=[O:8])[s:5][cH:6]1.[C:19]([OH:20])([CH3:21])([CH3:22])[CH3:23].[CH3:9][C:10](=[CH:11][CH3:12])[CH3:13].[Cl+:14]([O-:15])[O-:16].[ClH:18].[Na+:17].[OH2:24]>>[Br:1][c:2]1[cH:3][c:4]([C:7](=[O:8])[OH:15])[s:5][cH:6]1. The reactants are ClC=1C(=C(C(=O)O)C=C(C1F)Cl)F (3,5-dichloro-2,4-difluorobenzoic acid), [OH-].[Na+] (sodium hydroxide). The solvent is CN1C(CCC1)=O (1-methyl-2-pyrrolidone). Conditions: temperature 130 celsius, time 2 hour. The product is ClC1=C(C(C(=O)O)=CC(=C1F)Cl)O (3,5-dichloro-4-fluorosalicylic acid). The yield is 91.4%. As a reaction SMILES: [Cl:1][C:2]1[C:3](F)=[C:4]([CH:8]=[C:9]([Cl:12])[C:10]=1[F:11])[C:5]([OH:7])=[O:6].[OH-:14].[Na+]>CN1CCCC1=O>[Cl:1][C:2]1[C:10]([F:11])=[C:9]([Cl:12])[CH:8]=[C:4]([C:5]([OH:7])=[O:6])[C:3]=1[OH:14] |f:1.2|. Procedure details: 2.27 g (0.01 mole) of 3,5-dichloro-2,4-difluorobenzoic acid, 1.62 g (0.04 mole) of powdery 99% sodium hydroxide and 20 ml of 1-methyl-2-pyrrolidone were fed into a 100-ml four-necked flask provided with a thermometer, a stirrer and a reflux condenser. The mixture was stirred at 130° C. for 2 hours to give rise to a reaction. Then, the same post-treatment as in Example 2 was conducted to obtain 2.07 g of 3,5-dichloro-4-fluorosalicylic acid. The isolated yield was 91.4% relative to the 3,5-dichlor... Starting materials: C(C)(C)(C)OC(NC[C@@H]1CC[C@H](CC1)C(NC(CC1=CC=CC=C1)C=1SC=C(C1)C1=CC=C(C=C1)C(N)=O)=O)=O (Trans-(4-{1-[4-(4-carbamoyl-phenyl)-thiophen-2-yl]-2-phenyl-ethylcarbamoyl}-cyclohexylmethyl)-carbamic acid tert-butyl ester), C1CC(=O)N(C1=O)Cl (NCS). Solvent: C(Cl)(Cl)Cl (chloroform). Run at temperature 60 celsius, time 1.5 hour. Product: C(C)(C)(C)OC(NC[C@@H]1CC[C@H](CC1)C(NC(CC1=CC=CC=C1)C=1SC(=C(C1)C1=CC=C(C=C1)C(N)=O)Cl)=O)=O ((Trans-4-{1-[4-(4-carbamoyl-phenyl)-5-chloro-thiophen-2-yl]-2-phenyl-ethylcarbamoyl}-cyclohexylmethyl)-carbamic acid tert-butyl ester). As a reaction SMILES: [C:1]([O:5][C:6](=[O:40])[NH:7][CH2:8][C@H:9]1[CH2:14][CH2:13][C@H:12]([C:15](=[O:39])[NH:16][CH:17]([C:25]2[S:26][CH:27]=[C:28]([C:30]3[CH:35]=[CH:34][C:33]([C:36](=[O:38])[NH2:37])=[CH:32][CH:31]=3)[CH:29]=2)[CH2:18][C:19]2[CH:24]=[CH:23][CH:22]=[CH:21][CH:20]=2)[CH2:11][CH2:10]1)([CH3:4])([CH3:3])[CH3:2].C1C(=O)N([Cl:48])C(=O)C1>C(Cl)(Cl)Cl>[C:1]([O:5][C:6](=[O:40])[NH:7][CH2:8][C@H:9]1[CH2:14][CH2:13][C@H:12]([C:15](=[O:39])[NH:16][CH:17]([C:25]2[S:26][C:27]([Cl:48])=[C:28]([C:30]3[CH:35]=[CH:34][C:33]([C:36](=[O:38])[NH2:37])=[CH:32][CH:31]=3)[CH:29]=2)[CH2:18][C:19]2[CH:24]=[CH:23][CH:22]=[CH:21][CH:20]=2)[CH2:11][CH2:10]1)([CH3:4])([CH3:2])[CH3:3]. Procedure details: A mixture of 1C (336 mg, 0.6 mmol) and NCS (104 mg, 0.78 mmol) in chloroform (20 mL) was stirred at 60° C. under N2. After 1.5 h, the mixture was cooled to rt and concentrated. Reverse-phase HPLC purification gave ID as a light yellow solid. LC/MS m/z 596.2 (M+H)+. Starting materials: CCN=C=NCCCN(C)C, CCOC(=O)C1CCOc2cc(Oc3ccc(C(=O)O)cc3)c(Cl)cc21, Cl, NCCc1cccc(Oc2ccccc2)c1, CN(C)C=O, On1nnc2cccnc21. Product: CCOC(=O)C1CCOc2cc(Oc3ccc(C(=O)NCCc4cccc(Oc5ccccc5)c4)cc3)c(Cl)cc21. RXN SMILES: [CH3:44][N:45]([CH3:46])[CH2:47][CH2:48][CH2:49][N:50]=[C:51]=[N:52][CH2:53][CH3:54].[Cl:1][c:2]1[cH:3][c:4]2[c:9]([cH:10][c:11]1[O:12][c:13]1[cH:14][cH:15][c:16]([C:17](=[O:18])[OH:19])[cH:20][cH:21]1)[O:8][CH2:7][CH2:6][CH:5]2[C:22](=[O:23])[O:24][CH2:25][CH3:26].[ClH:43].[O:27]([c:28]1[cH:29][cH:30][cH:31][cH:32][cH:33]1)[c:34]1[cH:35][c:36]([CH2:37][CH2:38][NH2:39])[cH:40][cH:41][cH:42]1.[O:65]=[CH:66][N:67]([CH3:68])[CH3:69].[OH:55][n:56]1[c:57]2[n:58][cH:59][cH:60][cH:61][c:62]2[n:63][n:64]1>>[Cl:1][c:2]1[cH:3][c:4]2[c:9]([cH:10][c:11]1[O:12][c:13]1[cH:14][cH:15][c:16]([C:17](=[O:18])[NH:39][CH2:38][CH2:37][c:36]3[cH:35][c:34]([O:27][c:28]4[cH:29][cH:30][cH:31][cH:32][cH:33]4)[cH:42][cH:41][cH:40]3)[cH:20][cH:21]1)[O:8][CH2:7][CH2:6][CH:5]2[C:22](=[O:23])[O:24][CH2:25][CH3:26].